From a dataset of the Open Reaction Database (ORD), a public repository of structured organic reaction records. describe an organic reaction: reactants, conditions, products, and yield Reactants: ClC1=CC=C(C=C1)S(=O)(=O)N[C@H]1[C@H](CCCC1)C(=O)N ((1S,2R)-2-(4-chlorobenzenesulfonylamino)-cyclohexanecarboxylic acid amide), BrCC1=CC(=C(C=C1)F)Cl (4-bromomethyl-2-chloro-1-fluoro-benzene). Yields the product ClC1=CC=C(C=C1)S(=O)(=O)N([C@H]1[C@H](CCCC1)C(=O)N)CC1=CC(=C(C=C1)F)Cl ((1S,2R)-2-[(4-Chlorobenzenesulfonyl)-(3-chloro-4fluoro-benzyl)-amino]-cyclohexanecarboxylic acid amide). Yield: 43.0%. As a reaction SMILES: [Cl:1][C:2]1[CH:7]=[CH:6][C:5]([S:8]([NH:11][C@@H:12]2[CH2:17][CH2:16][CH2:15][CH2:14][C@@H:13]2[C:18]([NH2:20])=[O:19])(=[O:10])=[O:9])=[CH:4][CH:3]=1.Br[CH2:22][C:23]1[CH:28]=[CH:27][C:26]([F:29])=[C:25]([Cl:30])[CH:24]=1>>[Cl:1][C:2]1[CH:7]=[CH:6][C:5]([S:8]([N:11]([CH2:22][C:23]2[CH:28]=[CH:27][C:26]([F:29])=[C:25]([Cl:30])[CH:24]=2)[C@@H:12]2[CH2:17][CH2:16][CH2:15][CH2:14][C@@H:13]2[C:18]([NH2:20])=[O:19])(=[O:9])=[O:10])=[CH:4][CH:3]=1. Procedure: The titled compound was prepared in 43% yield from (1S,2R)-2-(4-chlorobenzenesulfonylamino)-cyclohexanecarboxylic acid amide (75 mg, 0.237 mmol) and 4-bromomethyl-2-chloro-1-fluoro-benzene (56 mg, 0.249 mmol) according to the procedure described for Example 3: 1H NMR (500 Mz, DMSO) δ 7.80 (d, 2 H, J=8.5), 7.63 (d, 2 H, J=8.8), 7.38–7.27 (m, 4 H), 6.67 (br s, 1 H), 4.52 (ABq, 2 H, Δv=92.1, Jab=17.1), 3.87, 2.79 (m, 1 H), 2.44 (m, 1 H), 1.78 (m, 1 H), 1.64 (m, 2 H), 1.42–1.20 (m, 3 H), 0.90 (m, 1 ... The reactants are CCO, O=Cc1sc(-c2cccc(C(F)(F)F)c2)nc1COC1CCCCO1, C1CCOC1, O. Product: OCc1sc(-c2cccc(C(F)(F)F)c2)nc1COC1CCCCO1. RXN SMILES: [CH2:27]([OH:28])[CH3:29].[O:1]1[CH:2]([O:7][CH2:8][c:9]2[n:10][c:11](-[c:16]3[cH:17][c:18]([C:22]([F:23])([F:24])[F:25])[cH:19][cH:20][cH:21]3)[s:12][c:13]2[CH:14]=[O:15])[CH2:3][CH2:4][CH2:5][CH2:6]1.[O:30]1[CH2:31][CH2:32][CH2:33][CH2:34]1.[OH2:26]>>[O:1]1[CH:2]([O:7][CH2:8][c:9]2[n:10][c:11](-[c:16]3[cH:17][c:18]([C:22]([F:23])([F:24])[F:25])[cH:19][cH:20][cH:21]3)[s:12][c:13]2[CH2:14][OH:15])[CH2:3][CH2:4][CH2:5][CH2:6]1. Starting materials: CC(C)C(CCO)CC1OC(C)(C)N(C(=O)OC(C)(C)C)C1CC1CCCCC1, O=C1NC(=O)c2ccccc21, CCOC(=O)N=NC(=O)OCC, C1CCOC1, c1ccc(P(c2ccccc2)c2ccccc2)cc1. Yields the product CC(C)C(CCN1C(=O)c2ccccc2C1=O)CC1OC(C)(C)N(C(=O)OC(C)(C)C)C1CC1CCCCC1. RXN SMILES: [CH:1]1([CH2:7][CH:8]2[N:9]([C:23](=[O:24])[O:25][C:26]([CH3:27])([CH3:28])[CH3:29])[C:10]([CH3:21])([CH3:22])[O:11][CH:12]2[CH2:13][CH:14]([CH2:15][CH2:16][OH:17])[CH:18]([CH3:19])[CH3:20])[CH2:2][CH2:3][CH2:4][CH2:5][CH2:6]1.[O:49]=[C:50]1[NH:51][C:52](=[O:53])[c:54]2[cH:55][cH:56][cH:57][cH:58][c:59]21.[O:60]=[C:61]([O:62][CH2:63][CH3:64])[N:65]=[N:66][C:67]([O:68][CH2:69][CH3:70])=[O:71].[O:72]1[CH2:73][CH2:74][CH2:75][CH2:76]1.[c:30]1([P:31]([c:32]2[cH:33][cH:34][cH:35][cH:36][cH:37]2)[c:38]2[cH:39][cH:40][cH:41][cH:42][cH:43]2)[cH:44][cH:45][cH:46][cH:47][cH:48]1>>[CH:1]1([CH2:7][CH:8]2[N:9]([C:23](=[O:24])[O:25][C:26]([CH3:27])([CH3:28])[CH3:29])[C:10]([CH3:21])([CH3:22])[O:11][CH:12]2[CH2:13][CH:14]([CH2:15][CH2:16][N:51]2[C:50](=[O:49])[c:59]3[c:54]([cH:55][cH:56][cH:57][cH:58]3)[C:52]2=[O:53])[CH:18]([CH3:19])[CH3:20])[CH2:2][CH2:3][CH2:4][CH2:5][CH2:6]1. The reactants are BrCCCCC1=CC=C(C=C1)CCCCBr (1,4-bis(4-bromobutyl)benzene), C(C)NCC (diethylamine). The solvent is C(C)O (ethanol). The product is C(C)N(CCCCC1=CC=C(C=C1)CCCCN(CC)CC)CC (1,4-Bis(4-diethylaminobutyl)benzene). Isolated yield 69.8%. RXN SMILES: Br[CH2:2][CH2:3][CH2:4][CH2:5][C:6]1[CH:11]=[CH:10][C:9]([CH2:12][CH2:13][CH2:14][CH2:15]Br)=[CH:8][CH:7]=1.[CH2:17]([NH:19][CH2:20][CH3:21])[CH3:18]>C(O)C>[CH2:17]([N:19]([CH2:20][CH3:21])[CH2:2][CH2:3][CH2:4][CH2:5][C:6]1[CH:11]=[CH:10][C:9]([CH2:12][CH2:13][CH2:14][CH2:15][N:19]([CH2:20][CH3:21])[CH2:17][CH3:18])=[CH:8][CH:7]=1)[CH3:18]. Reported procedure: First, 1.05 g of 1,4-bis(4-bromobutyl)benzene and 1.1 g of diethylamine were dissolved in absolute ethanol, and the mixture was refluxed for an hour and then evaporated under a reduced pressure to remove the solvent. After adding chloroform, the mixture was evaporated under a reduced pressure. After adding ethyl acetate the mixture was extracted with 15 ml of 1N hydrochloric acid. The aqueous extract was alkalized with 10% sodium hydroxide, and extracted with total 70 ml of chloroform. The organ...